This data is from the Open Reaction Database (ORD), a public repository of structured organic reaction records. The task is: describe an organic reaction: reactants, conditions, products, and yield Starting materials: ClC1=NC(=CC2=CC=CC=C12)N(C)C1=CC=C(OC(C(=O)OCC)C)C=C1 (Ethyl 2-{4-[N-(1-chloroisoquinolin-3-yl)-N-methylamino]phenoxy}propionate), [OH-].[K+] (potassium hydroxide). The reagents and catalysts are [Pd] (palladium on carbon). The solvent is C(C)O (ethanol). Product: C1=NC(=CC2=CC=CC=C12)N(C)C1=CC=C(OC(C(=O)OCC)C)C=C1 (ethyl 2-{4-[N-(isoquinolin-3-yl)-N-methylamino]phenoxy}propionate). Yield: 14.5%. As a reaction SMILES: Cl[C:2]1[C:11]2[C:6](=[CH:7][CH:8]=[CH:9][CH:10]=2)[CH:5]=[C:4]([N:12]([C:14]2[CH:27]=[CH:26][C:17]([O:18][CH:19]([CH3:25])[C:20]([O:22][CH2:23][CH3:24])=[O:21])=[CH:16][CH:15]=2)[CH3:13])[N:3]=1.[OH-].[K+]>C(O)C.[Pd]>[CH:2]1[C:11]2[C:6](=[CH:7][CH:8]=[CH:9][CH:10]=2)[CH:5]=[C:4]([N:12]([C:14]2[CH:27]=[CH:26][C:17]([O:18][CH:19]([CH3:25])[C:20]([O:22][CH2:23][CH3:24])=[O:21])=[CH:16][CH:15]=2)[CH3:13])[N:3]=1 |f:1.2|. Procedure: Ethyl 2-{4-[N-(1-chloroisoquinolin-3-yl)-N-methylamino]phenoxy}propionate (2.87 g), in a solution of potassium hydroxide (0.42 g) in ethanol, was hydrogenated at atmospheric pressure over a palladium on carbon catalyst. After uptake of the theoretical amount of hydrogen the solution was filtered to remove the catalyst and the solvent was removed by distillation under reduced pressure. The product was purified by column chromatography over silical gel (eluant dichloromethane/ethylacetate; 99:1) t...